From a dataset of the Open Reaction Database (ORD), a public repository of structured organic reaction records. describe an organic reaction: reactants, conditions, products, and yield Starting materials: C(C1=CC=CC=C1)(=O)NN (benzohydrazide), C(CCCCCCCCC=C)=O (10-undecenal). Run in C(C)O (ethanol). Product: C(/CCCCCCCCC=C)=N\NC(C1=CC=CC=C1)=O (N′-[(1E)-10-undecenylidene]benzohydrazide). Isolated yield 88.2%. RXN SMILES: [C:1]([NH:9][NH2:10])(=[O:8])[C:2]1[CH:7]=[CH:6][CH:5]=[CH:4][CH:3]=1.[CH:11](=O)[CH2:12][CH2:13][CH2:14][CH2:15][CH2:16][CH2:17][CH2:18][CH2:19][CH:20]=[CH2:21]>C(O)C>[CH:21](=[N:10]/[NH:9][C:1](=[O:8])[C:2]1[CH:7]=[CH:6][CH:5]=[CH:4][CH:3]=1)\[CH2:20][CH2:19][CH2:18][CH2:17][CH2:16][CH2:15][CH2:14][CH2:13][CH:12]=[CH2:11]. Reported procedure: A mixture of 1a (1.50 g, 11.0 mmol) and 10-undecenal (2.80 g, 16.5 mmol) in ethanol (28 ml) was heated under reflux for 2 h. After cooling to room temperature, the product was concentrated, washed with hexane and dried under vacuum (0.20 mbar) to give 2.78 g (88%) of a white solid.